From a dataset of the Open Reaction Database (ORD), a public repository of structured organic reaction records. describe an organic reaction: reactants, conditions, products, and yield Starting materials: N(=[N+]=[N-])CCOCCOCCOCCONC(=O)C1=NC=2C(C3(C4=C(C2C(=C1)C(=O)OC)NC(=C4)C(=O)OC)OCCO3)=O (Dimethyl 7′-(((11-azido-3,6,9-trioxaundecyl)oxy)carbamoyl)-5′-oxo-1′,5′-dihydrospiro[[1,3]dioxolane-2,4′-pyrrolo[2,3-f]quinoline]-2′,9′-dicarboxylate), Cl (HCl), [Li+].[OH-] (LiOH), Cl (HCl), C(Cl)Cl.CO (DCM MeOH), MeOH-1. The solvent is C(Cl)Cl (DCM), C1CCOC1 (THF), CO (MeOH). Reaction conditions: time 15 minute. Yields the product N(=[N+]=[N-])CCOCCOCCOCCONC(=O)C1=NC=2C(C(C3=C(C2C(=C1)C(=O)O)NC(=C3)C(=O)O)=O)=O (7-(((11-Azido-3,6,9-trioxaundecyl)oxy)carbamoyl)-4,5-dioxo-4,5-dihydro-1H-pyrrolo[2,3-f]quinoline-2,9-dicarboxylic acid). Reaction SMILES: [N:1]([CH2:4][CH2:5][O:6][CH2:7][CH2:8][O:9][CH2:10][CH2:11][O:12][CH2:13][CH2:14][O:15][NH:16][C:17]([C:19]1[CH:28]=[C:27]([C:29]([O:31]C)=[O:30])[C:26]2[C:25]3[NH:33][C:34]([C:36]([O:38]C)=[O:37])=[CH:35][C:24]=3[C:23]3(OCC[O:40]3)[C:22](=[O:44])[C:21]=2[N:20]=1)=[O:18])=[N+:2]=[N-:3].Cl.C(Cl)Cl.CO.[Li+].[OH-]>C1COCC1.C(Cl)Cl.CO>[N:1]([CH2:4][CH2:5][O:6][CH2:7][CH2:8][O:9][CH2:10][CH2:11][O:12][CH2:13][CH2:14][O:15][NH:16][C:17]([C:19]1[CH:28]=[C:27]([C:29]([OH:31])=[O:30])[C:26]2[C:25]3[NH:33][C:34]([C:36]([OH:38])=[O:37])=[CH:35][C:24]=3[C:23](=[O:40])[C:22](=[O:44])[C:21]=2[N:20]=1)=[O:18])=[N+:2]=[N-:3] |f:2.3,4.5|. Reported procedure: A solution of the product from EXAMPLE 5 (6, 250 mg, 0.4 mMol) in THF (36 mL) was treated with 1N HCl (0.4 mL) was kept at 45-47° C. in for 24 hours. The reaction mixture was cooled to room temperature. TLC (DCM-MeOH 95:5) shows no 4 (Rf=0.75) and one major product (Rf=0.45). The solution was concentrated on a rotary evaporator to remove THF. The resulting mixture was partitioned between EtOAc (100 mL) and saturated aqueous NaCl (50 mL). The organic layer was separated and allowed to stand for 1... The reactants are D4, FC1=C(C#N)C=C(C=C1)C=O (2-fluoro-5-formylbenzonitrile), FC=1C=C(C=NC1)O (5-fluoropyridin-3-ol). Product: FC=1C=C(C=NC1)OC1=C(C#N)C=C(C=C1)C=O (2-((5-fluoropyridin-3-yl)oxy)-5-formylbenzonitrile). As a reaction SMILES: F[C:2]1[CH:9]=[CH:8][C:7]([CH:10]=[O:11])=[CH:6][C:3]=1[C:4]#[N:5].[F:12][C:13]1[CH:14]=[C:15]([OH:19])[CH:16]=[N:17][CH:18]=1>>[F:12][C:13]1[CH:14]=[C:15]([O:19][C:2]2[CH:9]=[CH:8][C:7]([CH:10]=[O:11])=[CH:6][C:3]=2[C:4]#[N:5])[CH:16]=[N:17][CH:18]=1. Reported procedure: The title compound was prepared by a procedure similar to that described for D4 starting from 2-fluoro-5-formylbenzonitrile and 5-fluoropyridin-3-ol. The reactants are CO (methanol), NC1=C(C(=O)C2=CC=C(C=C2)CNC(=O)OC(C)(C)C)C=C(C=C1)Cl (2-amino-4′-tert-butoxycarbonylaminomethyl-5-chlorobenzophenone), [BH4-].[Na+] (sodium borohydride). Run in C(C)OC(C)=O (acetic acid ethyl ester). Conditions: time 30 minute. The product is NC1=C(C(C2=CC=C(C=C2)CNC(=O)OC(C)(C)C)O)C=C(C=C1)Cl (2-amino-5-chloro-α-(4-tert-butoxycarbonylaminomethylphenyl)benzyl alcohol). The yield is 93.9%. Reaction SMILES: CO.[NH2:3][C:4]1[CH:26]=[CH:25][C:24]([Cl:27])=[CH:23][C:5]=1[C:6]([C:8]1[CH:13]=[CH:12][C:11]([CH2:14][NH:15][C:16]([O:18][C:19]([CH3:22])([CH3:21])[CH3:20])=[O:17])=[CH:10][CH:9]=1)=[O:7].[BH4-].[Na+]>C(OC(=O)C)C>[NH2:3][C:4]1[CH:26]=[CH:25][C:24]([Cl:27])=[CH:23][C:5]=1[CH:6]([OH:7])[C:8]1[CH:13]=[CH:12][C:11]([CH2:14][NH:15][C:16]([O:18][C:19]([CH3:22])([CH3:21])[CH3:20])=[O:17])=[CH:10][CH:9]=1 |f:2.3|. Reported procedure: To a methanol (10 ml) solution of 2-amino-4′-tert-butoxycarbonylaminomethyl-5-chlorobenzophenone (0.9 g) was added sodium borohydride (0.28 g). The mixture was stirred for 30 minutes at room temperature, to which was added acetic acid ethyl ester (100 ml). The mixture was washed with water and dried over anhydrous Na2SO4. The solvent was then distilled off, and the residue was purified by means of a silica gel column chromatography to give the object 2-amino-5-chloro-α-(4-tert-butoxycarbonylamin... Starting materials: ClC1=CC=C(C(=O)C2=CC=C(CN3C=CC4=C3C(NN=C4Cl)=O)C=C2)C=C1 (1-[4-(4-chlorobenzoyl)benzyl]-4-chloropyrrolo [2,3-d]pyridazin-7(6H)-one), C([O-])([O-])=O.[K+].[K+] (potassium carbonate), CI (methyl iodide). Run in CN(C)C=O (DMF), O (water). Run at time 95 hour. Yields the product ClC1=CC=C(C(=O)C2=CC=C(CN3C=CC4=C3C(N(N=C4Cl)C)=O)C=C2)C=C1 (1-[4-(4-Chlorobenzoyl)benzyl]-4-chloro-6-methylpyrrolo [2,3-d]pyridazin-7(6H)-one). Isolated yield 86.4%. Reaction SMILES: [Cl:1][C:2]1[CH:27]=[CH:26][C:5]([C:6]([C:8]2[CH:25]=[CH:24][C:11]([CH2:12][N:13]3[C:17]4[C:18](=[O:23])[NH:19][N:20]=[C:21]([Cl:22])[C:16]=4[CH:15]=[CH:14]3)=[CH:10][CH:9]=2)=[O:7])=[CH:4][CH:3]=1.[C:28](=O)([O-])[O-].[K+].[K+].CI>CN(C=O)C.O>[Cl:1][C:2]1[CH:3]=[CH:4][C:5]([C:6]([C:8]2[CH:25]=[CH:24][C:11]([CH2:12][N:13]3[C:17]4[C:18](=[O:23])[N:19]([CH3:28])[N:20]=[C:21]([Cl:22])[C:16]=4[CH:15]=[CH:14]3)=[CH:10][CH:9]=2)=[O:7])=[CH:26][CH:27]=1 |f:1.2.3|. Procedure: In DMF (200 ml) was dissolved 1-[4-(4-chlorobenzoyl)benzyl]-4-chloropyrrolo [2,3-d]pyridazin-7(6H)-one (830 mg) followed by addition of potassium carbonate (2.11 g). Then, methyl iodide (0.13 ml) was added and the mixture was stirred at room temperature for 95 hours. This reaction mixture was diluted with water (50 ml) and extracted with ethyl acetate (200 ml). The organic layer was washed with water (100 ml) 3 times and further with saturated aqueous NaCl solution (100 ml) and dried over anhydr...